Dataset: the Open Reaction Database (ORD), a public repository of structured organic reaction records. Task: describe an organic reaction: reactants, conditions, products, and yield Reactants: C1CCOC1, CC(C)[N-]C(C)C, COc1cccc(CBr)c1OC, CCO, CCOC(=O)C1CCCCCC1, [Li+]. As a reaction SMILES: [CH2:36]1[O:37][CH2:38][CH2:39][CH2:40]1.[CH3:14][CH:15]([N-:16][CH:17]([CH3:18])[CH3:19])[CH3:20].[CH3:21][O:22][c:23]1[c:24]([CH2:25][Br:26])[cH:27][cH:28][cH:29][c:30]1[O:31][CH3:32].[CH3:33][CH2:34][OH:35].[CH:1]1([C:8](=[O:9])[O:10][CH2:11][CH3:12])[CH2:2][CH2:3][CH2:4][CH2:5][CH2:6][CH2:7]1.[Li+:13]>>[C:1]1([C:8](=[O:9])[O:10][CH2:11][CH3:12])([CH2:25][c:24]2[c:23]([O:22][CH3:21])[c:30]([O:31][CH3:32])[cH:29][cH:28][cH:27]2)[CH2:2][CH2:3][CH2:4][CH2:5][CH2:6][CH2:7]1. The product is CCOC(=O)C1(Cc2cccc(OC)c2OC)CCCCCC1. Starting materials: C1(=CC=C(C=C1)C(=O)O[C@H]1CN(CC[C@@H]1C1=CC(=CC=C1)O[Si](C)(C)C(C)(C)C)C(=O)OC(C)(C)C)C1=CC=CC=C1 ((+/−)-tert-butyl (3R,4R)-3-[(1,1′-biphenyl-4-ylcarbonyl)oxy]-4-(3-{[tert-butyl(dimethyl)silyl]oxy}phenyl)piperidine-1-carboxylate), Cl (Hydrogen chloride), C(C)OCC (diethylether). The solvent is dioxanes. Product: Cl.C1(=CC=C(C=C1)C(=O)O[C@H]1CNCC[C@@H]1C1=CC(=CC=C1)O)C1=CC=CC=C1 ((+/−)-(3R,4R)-4-(3-hydroxyphenyl)piperidin-3-yl 1,1′-biphenyl-4-carboxylate hydrochloride). RXN SMILES: [C:1]1([C:37]2[CH:42]=[CH:41][CH:40]=[CH:39][CH:38]=2)[CH:6]=[CH:5][C:4]([C:7]([O:9][C@@H:10]2[C@@H:15]([C:16]3[CH:21]=[CH:20][CH:19]=[C:18]([O:22][Si](C(C)(C)C)(C)C)[CH:17]=3)[CH2:14][CH2:13][N:12](C(OC(C)(C)C)=O)[CH2:11]2)=[O:8])=[CH:3][CH:2]=1.C(OCC)C.[ClH:48]>>[ClH:48].[C:1]1([C:37]2[CH:42]=[CH:41][CH:40]=[CH:39][CH:38]=2)[CH:6]=[CH:5][C:4]([C:7]([O:9][C@@H:10]2[C@@H:15]([C:16]3[CH:21]=[CH:20][CH:19]=[C:18]([OH:22])[CH:17]=3)[CH2:14][CH2:13][NH:12][CH2:11]2)=[O:8])=[CH:3][CH:2]=1 |f:3.4|. Reported procedure: The (+/−)-tert-butyl (3R,4R)-3-[(1,1′-biphenyl-4-ylcarbonyl)oxy]-4-(3-{[tert-butyl(dimethyl)silyl]oxy}phenyl)piperidine-1-carboxylate (91 mg, 0.16 mmol) was dissolved in 4 N Hydrogen chloride in dioxanes (3.0 mL). The solution was stirred for 4 H at room temperature and diethylether (10 mL) was added. The solution was kept at room temperature for 16 H and solids formed. The (+/−)-(3R,4R)-4-(3-hydroxyphenyl)piperidin-3-yl 1,1′-biphenyl-4-carboxylate hydrochloride (56 mg, 0.13 mmol) was obtained a...